describe an organic reaction: reactants, conditions, products, and yield From a dataset of the Open Reaction Database (ORD), a public repository of structured organic reaction records. The reactants are CN1CCCC1=O, CN1CCc2[nH]c3ccc(Cl)cc3c2C1, C=Cc1cnccc1C(F)(F)F, [K+], [OH-]. Yields the product CN1CCc2c(c3cc(Cl)ccc3n2CCc2cnccc2C(F)(F)F)C1. Reaction SMILES: [CH3:30][N:31]1[CH2:32][CH2:33][CH2:34][C:35]1=[O:36].[Cl:1][c:2]1[cH:3][c:4]2[c:5]3[c:6]([nH:7][c:8]2[cH:9][cH:10]1)[CH2:11][CH2:12][N:13]([CH3:15])[CH2:14]3.[F:16][C:17]([c:18]1[c:19]([CH:24]=[CH2:25])[cH:20][n:21][cH:22][cH:23]1)([F:26])[F:27].[K+:29].[OH-:28]>>[Cl:1][c:2]1[cH:3][c:4]2[c:5]3[c:6]([n:7]([CH2:25][CH2:24][c:19]4[c:18]([C:17]([F:16])([F:26])[F:27])[cH:23][cH:22][n:21][cH:20]4)[c:8]2[cH:9][cH:10]1)[CH2:11][CH2:12][N:13]([CH3:15])[CH2:14]3. Starting materials: CC1(C(C(OC1)=O)OC1=CC(=C(C#N)C=C1)C(F)(F)F)C ((±)-4-(4,4-dimethyl-2-oxo-tetrahydro-furan-3-yloxy)-2-trifluoromethyl-benzonitrile), COC1=C(CN)C=CC(=C1)OC (2,4-dimethoxybenzylamine). The solvent is CO (methanol). Conditions: time 8 hour. Yields the product C(#N)C1=C(C=C(OC(C(=O)NCC2=C(C=C(C=C2)OC)OC)C(CO)(C)C)C=C1)C(F)(F)F (2-(4-Cyano-3-trifluoromethyl-phenoxy)-N-(2,4-dimethoxy-benzyl)-4-hydroxy-3,3-dimethyl-butyramide). The yield is 84.4%. Reaction SMILES: [CH3:1][C:2]1([CH3:21])[CH2:6][O:5][C:4](=[O:7])[CH:3]1[O:8][C:9]1[CH:16]=[CH:15][C:12]([C:13]#[N:14])=[C:11]([C:17]([F:20])([F:19])[F:18])[CH:10]=1.[CH3:22][O:23][C:24]1[CH:31]=[C:30]([O:32][CH3:33])[CH:29]=[CH:28][C:25]=1[CH2:26][NH2:27]>CO>[C:13]([C:12]1[CH:15]=[CH:16][C:9]([O:8][CH:3]([C:2]([CH3:1])([CH3:21])[CH2:6][OH:5])[C:4]([NH:27][CH2:26][C:25]2[CH:28]=[CH:29][C:30]([O:32][CH3:33])=[CH:31][C:24]=2[O:23][CH3:22])=[O:7])=[CH:10][C:11]=1[C:17]([F:20])([F:19])[F:18])#[N:14]. Procedure: A suspension comprised of (±)-4-(4,4-dimethyl-2-oxo-tetrahydro-furan-3-yloxy)-2-trifluoromethyl-benzonitrile (81.55 g; 272.5 mmol), 2,4-dimethoxybenzylamine (50.40 g; 295.4 mmol), and methanol (300 mL) was stirred at ambient temperature under a nitrogen atmosphere overnight. The suspension became a clear solution. The reaction mixture was concentrated in vacuo to afford a cloudy orange oil (145 g.) The oil was triturated with diethyl ether (500 mL) over a steam bath to gentle boiling. The flask ...